This data is from the Open Reaction Database (ORD), a public repository of structured organic reaction records. The task is: describe an organic reaction: reactants, conditions, products, and yield Starting materials: FC=1C=CC(=C(C1)N1CCNCC1)OC (4-(5-fluoro-2-methoxyphenyl)-piperazine), Cl (hydrogen chloride), C12CCCC(CC1)N2C(C(CCCl)C2=CC=CC=C2)=O (1-(8-aza-bicyclo[3.2.1]oct-8-yl)-4-chloro-2-phenyl-butan-1-one), C(C)(C)N(CC)C(C)C (diisopropylethylamine), [I-].[K+] (potassium iodide), Cl (hydrochloride). Solvent: CCOCC (ether), O (water), CN(C=O)C (dimethylformamide). Yields the product C12CCCC(CC1)N2C(C(CCN2CCN(CC2)C2=C(C=CC(=C2)F)OC)C2=CC=CC=C2)=O (1-(8-Aza-bicyclo[3.2.1]oct-8-yl)-4-[4-(5-fluoro-2-methoxy-phenyl)- piperazin-1-yl]-2-phenyl-butan-1-one). As a reaction SMILES: [F:1][C:2]1[CH:3]=[CH:4][C:5]([O:14][CH3:15])=[C:6]([N:8]2[CH2:13][CH2:12][NH:11][CH2:10][CH2:9]2)[CH:7]=1.[CH:16]12[N:23]([C:24](=[O:35])[CH:25]([C:29]3[CH:34]=[CH:33][CH:32]=[CH:31][CH:30]=3)[CH2:26][CH2:27]Cl)[CH:20]([CH2:21][CH2:22]1)[CH2:19][CH2:18][CH2:17]2.C(N(C(C)C)CC)(C)C.[I-].[K+].Cl>CN(C)C=O.CCOCC.O>[CH:20]12[N:23]([C:24](=[O:35])[CH:25]([C:29]3[CH:34]=[CH:33][CH:32]=[CH:31][CH:30]=3)[CH2:26][CH2:27][N:11]3[CH2:10][CH2:9][N:8]([C:6]4[CH:7]=[C:2]([F:1])[CH:3]=[CH:4][C:5]=4[O:14][CH3:15])[CH2:13][CH2:12]3)[CH:16]([CH2:22][CH2:21]1)[CH2:17][CH2:18][CH2:19]2 |f:3.4|. Reported procedure: A mixture of the 4-(5-fluoro-2-methoxyphenyl)-piperazine (2.1 g, 10.0 mmole, prepared by method disclosed in U.S. Pat. No. 4,585,773), 1-(8-aza-bicyclo[3.2.1]oct-8-yl)-4-chloro-2-phenyl-butan-1-one (3.40 g, 10.0 mmole), diisopropylethylamine (1.4 g, 11.0 mmole) and potassium iodide (1.66 g, 10.0 mmole) was heated in dimethylformamide (35 mL) to 80° C. for 5 hours. After cooling to ambient temperature, the mixture was poured into water (100 mL) and extracted with ethyl acetate (2×300 mL). The com...